Dataset: the Open Reaction Database (ORD), a public repository of structured organic reaction records. Task: describe an organic reaction: reactants, conditions, products, and yield The reactants are COC(=O)c1cc2c(OCc3ccccc3)c(OC)ccc2[nH]1, CCOC(C)=O, [H][H]. Yields the product COC(=O)c1cc2c(O)c(OC)ccc2[nH]1. Reaction SMILES: [CH2:1]([c:2]1[cH:3][cH:4][cH:5][cH:6][cH:7]1)[O:8][c:9]1[c:10]2[cH:11][c:12]([C:20](=[O:21])[O:22][CH3:23])[nH:13][c:14]2[cH:15][cH:16][c:17]1[O:18][CH3:19].[CH3:26][CH2:27][O:28][C:29](=[O:30])[CH3:31].[H:24][H:25]>>[OH:8][c:9]1[c:10]2[cH:11][c:12]([C:20](=[O:21])[O:22][CH3:23])[nH:13][c:14]2[cH:15][cH:16][c:17]1[O:18][CH3:19].